Dataset: the Open Reaction Database (ORD), a public repository of structured organic reaction records. Task: describe an organic reaction: reactants, conditions, products, and yield Yields the product ClC=1C=CC(=NC1)NC[C@H]1N(CCC(C1)(F)F)C(=O)C1=C(C=CC(=C1)C)N1N=CC=N1 ((S)-(2-(((5-Chloropyridin-2-yl)amino)methyl)-4,4-difluoropiperidin-1-yl)(5-methyl-2-(2H-1,2,3-triazol-2-yl)phenyl)methanone). Procedure: The title compound was prepared following the same general protocol as described for Example A44 using (2-(aminomethyl)-4,4-difluoropiperidin-1-yl)(5-methyl-2-(2H-1,2,3-triazol-2-yl)phenyl)methanone and 2-bromo-5-chloropyridine. MS (ESI) 447 (M+H). As a reaction SMILES: [NH2:1][CH2:2][CH:3]1[CH2:8][C:7]([F:10])([F:9])[CH2:6][CH2:5][N:4]1[C:11]([C:13]1[CH:18]=[C:17]([CH3:19])[CH:16]=[CH:15][C:14]=1[N:20]1[N:24]=[CH:23][CH:22]=[N:21]1)=[O:12].Br[C:26]1[CH:31]=[CH:30][C:29]([Cl:32])=[CH:28][N:27]=1>>[Cl:32][C:29]1[CH:30]=[CH:31][C:26]([NH:1][CH2:2][C@@H:3]2[CH2:8][C:7]([F:10])([F:9])[CH2:6][CH2:5][N:4]2[C:11]([C:13]2[CH:18]=[C:17]([CH3:19])[CH:16]=[CH:15][C:14]=2[N:20]2[N:24]=[CH:23][CH:22]=[N:21]2)=[O:12])=[N:27][CH:28]=1. The reactants are NCC1N(CCC(C1)(F)F)C(=O)C1=C(C=CC(=C1)C)N1N=CC=N1 ((2-(aminomethyl)-4,4-difluoropiperidin-1-yl)(5-methyl-2-(2H-1,2,3-triazol-2-yl)phenyl)methanone), BrC1=NC=C(C=C1)Cl (2-bromo-5-chloropyridine). Reactants: CCOC(C)=O, CCCCCC, Cc1cc([N+](=O)[O-])c(C)c2c1OC(C)(C)C2=O. Product: Cc1cc(N)c(C)c2c1OC(C)(C)C2=O. Reaction SMILES: [C:24]([O:25][CH2:26][CH3:27])(=[O:28])[CH3:29].[CH3:18][CH2:19][CH2:20][CH2:21][CH2:22][CH3:23].[CH3:1][C:2]1([CH3:17])[O:3][c:4]2[c:5]([c:8]([CH3:16])[c:9]([N+:13]([O-:14])=[O:15])[cH:10][c:11]2[CH3:12])[C:6]1=[O:7]>>[CH3:1][C:2]1([CH3:17])[O:3][c:4]2[c:5]([c:8]([CH3:16])[c:9]([NH2:13])[cH:10][c:11]2[CH3:12])[C:6]1=[O:7]. Starting materials: N1(CCCCC1)CC=1N=CC(=NC1)C(=O)O (5-piperidin-1-ylmethyl-pyrazine-2-carboxylic acid), Cl.Cl.C(C)(C)N1CCNCC1 (1-isopropyl-piperazine dihydrochloride), C=1C=CC2=C(C1)N=NN2O (HOBt), CN1CCOCC1 (N-methylmorpholine), C(CCl)Cl (EDC). Solvent: C(Cl)Cl (DCM). Conditions: time 1 hour. Product: C(C)(C)N1CCN(CC1)C(=O)C1=NC=C(N=C1)CN1CCCCC1 ((4-Isopropyl-piperazin- 1-yl)-(5-piperidin-1-yimethyl-pyrazin-2-yl)-methanone). The yield is 28.5%. As a reaction SMILES: [N:1]1([CH2:7][C:8]2[N:9]=[CH:10][C:11]([C:14]([OH:16])=O)=[N:12][CH:13]=2)[CH2:6][CH2:5][CH2:4][CH2:3][CH2:2]1.Cl.Cl.[CH:19]([N:22]1[CH2:27][CH2:26][NH:25][CH2:24][CH2:23]1)([CH3:21])[CH3:20].C1C=CC2N(O)N=NC=2C=1.CN1CCOCC1.C(Cl)CCl>C(Cl)Cl>[CH:19]([N:22]1[CH2:27][CH2:26][N:25]([C:14]([C:11]2[CH:10]=[N:9][C:8]([CH2:7][N:1]3[CH2:2][CH2:3][CH2:4][CH2:5][CH2:6]3)=[CH:13][N:12]=2)=[O:16])[CH2:24][CH2:23]1)([CH3:21])[CH3:20] |f:1.2.3|. Procedure details: A mixture of 5-piperidin-1-ylmethyl-pyrazine-2-carboxylic acid (0.125 g, 0.53 mmol),1-isopropyl-piperazine dihydrochloride (0.117 g, 0.58 mmol), HOBt (0.086 g, 0.64 mmol) and N-methylmorpholine (0.323 g, 3.19 mmol) in DCM (7 mL) was stirred for 1 h. The mixture was then treated with EDC (0.122 g, 0.64 mmol) and stirring was continued for 18 h. The reaction was quenched by the addition of 1 N NaOH (10 mL), and was stirred for 30 min. The mixture was diluted with H2O (10 mL) and extracted with DCM...